From a dataset of the Open Reaction Database (ORD), a public repository of structured organic reaction records. describe an organic reaction: reactants, conditions, products, and yield The reactants are C(C)C1=NNC(=C1CC=1C=C(C=C(C#N)C1)C#N)CC (5-[(3,5-Diethyl-1H-pyrazol-4-yl)methyl]isophthalonitrile), Cl.ClCCN (2-chloroethylamine hydrochloride). Conditions: temperature 150 celsius. Product: N (ammonia), NCCN1N=C(C(=C1CC)CC=1C=C(C=C(C#N)C1)C#N)CC (5-{[1-(2-Aminoethyl )-3,5-diethyl-1H-pyrazol-4-yl]methyl}isophthalonitrile). The yield is 83.0%. Reaction SMILES: [CH2:1]([C:3]1[C:7]([CH2:8][C:9]2[CH:10]=[C:11]([C:17]#[N:18])[CH:12]=[C:13]([CH:16]=2)[C:14]#[N:15])=[C:6]([CH2:19][CH3:20])[NH:5][N:4]=1)[CH3:2].Cl.Cl[CH2:23][CH2:24][NH2:25]>>[NH3:4].[NH2:25][CH2:24][CH2:23][N:5]1[C:6]([CH2:19][CH3:20])=[C:7]([CH2:8][C:9]2[CH:16]=[C:13]([C:14]#[N:15])[CH:12]=[C:11]([CH:10]=2)[C:17]#[N:18])[C:3]([CH2:1][CH3:2])=[N:4]1 |f:1.2|. Procedure: A stirred mixture of the pyrazole (106 mg, 0.4 mmol) of Example 91 and 2-chloroethylamine hydrochloride (70 mg, 0.6 mmol) was heated at 150° C. under nitrogen for 18 hours. After cooling the mixture was partitioned between 10% aqueous potassium carbonate (40 ml) and dichloromethane (40 ml) and the organic layer was dried over magnesium sulphate, filtered and evaporated under reduced pressure. The crude product was purified by flash chromatography on silica gel eluting with a solvent gradient of ... Reactants: CCc1c(CC(N)=O)c2cc(OCc3ccccc3C(=O)OC)ccc2n1Cc1ccccc1, CCO, Cl, [Na+], [OH-]. The product is CCc1c(CC(N)=O)c2cc(OCc3ccccc3C(=O)O)ccc2n1Cc1ccccc1. As a reaction SMILES: [CH3:1][O:2][C:3]([c:4]1[c:5]([CH2:10][O:11][c:12]2[cH:13][c:14]3[c:15]([CH2:30][C:31](=[O:32])[NH2:33])[c:16]([CH2:28][CH3:29])[n:17]([CH2:21][c:22]4[cH:23][cH:24][cH:25][cH:26][cH:27]4)[c:18]3[cH:19][cH:20]2)[cH:6][cH:7][cH:8][cH:9]1)=[O:34].[CH3:38][CH2:39][OH:40].[ClH:37].[Na+:36].[OH-:35]>>[O:2]=[C:3]([c:4]1[c:5]([CH2:10][O:11][c:12]2[cH:13][c:14]3[c:15]([CH2:30][C:31](=[O:32])[NH2:33])[c:16]([CH2:28][CH3:29])[n:17]([CH2:21][c:22]4[cH:23][cH:24][cH:25][cH:26][cH:27]4)[c:18]3[cH:19][cH:20]2)[cH:6][cH:7][cH:8][cH:9]1)[OH:34]. Reactants: [Mg] (magnesium), C(C)C(COC1=CC=C(C=C1)Br)CCCC (4-(2-ethylhexyloxy)bromobenzene), N1=C(Cl)N=C(Cl)N=C1Cl (cyanuric chloride), II (iodine), [Mg] (magnesium). Solvent: O1CCCC1 (tetrahydrofuran), O1CCCC1 (tetrahydrofuran), O1CCCC1 (tetrahydrofuran). Reaction conditions: temperature 40 celsius, time 1 hour. The product is ClC1=NC(=NC(=N1)C1=CC=C(C=C1)OCC(CCCC)CC)C1=CC=C(C=C1)OCC(CCCC)CC (2-chloro-4,6-bis[4-(2-ethylhexyloxy)phenyl]-s-triazine). The yield is 69.4%. As a reaction SMILES: [Mg].II.[CH2:4]([CH:6]([CH2:16][CH2:17][CH2:18][CH3:19])[CH2:7][O:8][C:9]1[CH:14]=[CH:13][C:12](Br)=[CH:11][CH:10]=1)[CH3:5].[N:20]1[C:27](Cl)=[N:26][C:24](Cl)=[N:23][C:21]=1[Cl:22]>O1CCCC1>[Cl:22][C:21]1[N:23]=[C:24]([C:12]2[CH:13]=[CH:14][C:9]([O:8][CH2:7][CH:6]([CH2:4][CH3:5])[CH2:16][CH2:17][CH2:18][CH3:19])=[CH:10][CH:11]=2)[N:26]=[C:27]([C:12]2[CH:13]=[CH:14][C:9]([O:8][CH2:7][CH:6]([CH2:4][CH3:5])[CH2:16][CH2:17][CH2:18][CH3:19])=[CH:10][CH:11]=2)[N:20]=1. Reported procedure: A 100 ml sulfonating flask equipped with stirrer, condenser, drying tube, dropping funnel and internal thermometer is charged under inert gas (dry nitrogen) with 3.65 g (0.15 mol) of magnesium turnings, and a few crystals of iodine are added as catalyst. 150 ml of anhydrous tetrahydrofuran are added, and a solution of 42.8 g (0.15 mol) of 4-(2-ethylhexyloxy)bromobenzene in 30 ml of tetrahydrofuran is added dropwise over a period of 45 minutes (room temperature). After slight heating on a water b... Reactants: FC1=CC=C(C=C1)C (p-fluorotoluene), C(C)(=O)O (acetic acid). Reagents/catalysts: [Br-].[Na+] (sodium bromide), C(C)(=O)[O-].[Na+] (sodium acetate), O.O.O.O.C(C)(=O)[O-].[Co+2].C(C)(=O)[O-] (cobalt acetate tetrahydrate). The solvent is O (water). The product is FC1=CC=C(C(=O)O)C=C1 (p-fluorobenzoic acid). Yield: 86.6%. As a reaction SMILES: [F:1][C:2]1[CH:7]=[CH:6]C(C)=[CH:4][CH:3]=1.[C:9]([OH:12])(=[O:11])[CH3:10]>O.O.O.O.C([O-])(=O)C.[Co+2].C([O-])(=O)C.[Br-].[Na+].C([O-])(=O)C.[Na+].O>[F:1][C:2]1[CH:7]=[CH:6][C:10]([C:9]([OH:12])=[O:11])=[CH:4][CH:3]=1 |f:2.3.4.5.6.7.8,9.10,11.12|. Procedure: The test described in Example 1 was repeated using 300 g of p-fluorotoluene, 660 g of acetic acid, 132 g of water, 6 g of cobalt acetate tetrahydrate, 5 g of sodium bromide and 5 g of sodium acetate. In a reaction time of 240 minutes, after conventional work-up, 330.5 g of p-fluorobenzoic acid (86.6% of the theory) was obtained, with a purity of 99.9%. The reactants are CCNC(=O)Nc1ccc(-c2nc3c(c(N4CCOCC4C)n2)CCNC3)cc1, Cc1nnc(C(=O)O)o1. Product: CCNC(=O)Nc1ccc(-c2nc3c(c(N4CCOCC4C)n2)CCN(C(=O)c2nnc(C)o2)C3)cc1. As a reaction SMILES: [CH2:1]([CH3:2])[NH:3][C:4](=[O:5])[NH:6][c:7]1[cH:8][cH:9][c:10](-[c:13]2[n:14][c:15]([N:23]3[CH:24]([CH3:29])[CH2:25][O:26][CH2:27][CH2:28]3)[c:16]3[c:17]([n:18]2)[CH2:19][NH:20][CH2:21][CH2:22]3)[cH:11][cH:12]1.[CH3:30][c:31]1[n:32][n:33][c:34]([C:36](=[O:37])[OH:38])[o:35]1>>[CH2:1]([CH3:2])[NH:3][C:4](=[O:5])[NH:6][c:7]1[cH:8][cH:9][c:10](-[c:13]2[n:14][c:15]([N:23]3[CH:24]([CH3:29])[CH2:25][O:26][CH2:27][CH2:28]3)[c:16]3[c:17]([n:18]2)[CH2:19][N:20]([C:36]([c:34]2[n:33][n:32][c:31]([CH3:30])[o:35]2)=[O:37])[CH2:21][CH2:22]3)[cH:11][cH:12]1. The reactants are CC(C)(C)OC(=O)OC(=O)OC(=O)OC(C)(C)C, ClCCl, Nc1ccc2cccnc2c1, c1ccc(N2CCNCC2)cc1. Product: O=C(Nc1ccc2cccnc2c1)N1CCN(c2ccccc2)CC1. RXN SMILES: [C:1](=[O:2])([O:3][C:4]([O:5][C:6]([O:7][C:8]([CH3:9])([CH3:10])[CH3:11])=[O:12])=[O:13])[O:14][C:15]([CH3:16])([CH3:17])[CH3:18].[Cl:42][CH2:43][Cl:44].[NH2:19][c:20]1[cH:21][cH:22][c:23]2[cH:24][cH:25][cH:26][n:27][c:28]2[cH:29]1.[c:30]1([N:36]2[CH2:37][CH2:38][NH:39][CH2:40][CH2:41]2)[cH:31][cH:32][cH:33][cH:34][cH:35]1>>[C:1](=[O:2])([NH:19][c:20]1[cH:21][cH:22][c:23]2[cH:24][cH:25][cH:26][n:27][c:28]2[cH:29]1)[N:39]1[CH2:38][CH2:37][N:36]([c:30]2[cH:31][cH:32][cH:33][cH:34][cH:35]2)[CH2:41][CH2:40]1. The reactants are CCNC(=O)c1cc2c(Oc3ccc(NC(=O)NC4CC4)c(Cl)c3)ccnc2cc1O, Cc1ccc(S(=O)(=O)OCC2CO2)cc1. Product: CCNC(=O)c1cc2c(Oc3ccc(NC(=O)NC4CC4)c(Cl)c3)ccnc2cc1OCC1CO1. Reaction SMILES: [CH2:1]([CH3:2])[NH:3][C:4](=[O:5])[c:6]1[cH:7][c:8]2[c:9]([O:17][c:18]3[cH:19][c:20]([Cl:31])[c:21]([NH:24][C:25](=[O:26])[NH:27][CH:28]4[CH2:29][CH2:30]4)[cH:22][cH:23]3)[cH:10][cH:11][n:12][c:13]2[cH:14][c:15]1[OH:16].[CH3:32][c:33]1[cH:34][cH:35][c:36]([S:37]([O:38][CH2:43][CH:44]2[O:45][CH2:46]2)(=[O:39])=[O:40])[cH:41][cH:42]1>>[CH2:1]([CH3:2])[NH:3][C:4](=[O:5])[c:6]1[cH:7][c:8]2[c:9]([O:17][c:18]3[cH:19][c:20]([Cl:31])[c:21]([NH:24][C:25](=[O:26])[NH:27][CH:28]4[CH2:29][CH2:30]4)[cH:22][cH:23]3)[cH:10][cH:11][n:12][c:13]2[cH:14][c:15]1[O:16][CH2:43][CH:44]1[O:45][CH2:46]1. Starting materials: S(=O)(=O)(C)CCC#C (1-mesylbut-3-yne), C(C1=CC=CC=C1)C1(CCNCC1)O (4-benzyl-4-hydroxypiperidine), C(=O)([O-])[O-].[K+].[K+] (K2CO3). The solvent is CC#N (CH3CN). Product: C(C1=CC=CC=C1)C1(CCN(CC1)CCC#C)O (4-Benzyl-1-(3-butynyl)-4-hydroxypiperidine). Yield: 86.3%. Reaction SMILES: S([CH2:5][CH2:6][C:7]#[CH:8])(C)(=O)=O.[CH2:9]([C:16]1([OH:22])[CH2:21][CH2:20][NH:19][CH2:18][CH2:17]1)[C:10]1[CH:15]=[CH:14][CH:13]=[CH:12][CH:11]=1.C([O-])([O-])=O.[K+].[K+]>CC#N>[CH2:9]([C:16]1([OH:22])[CH2:21][CH2:20][N:19]([CH2:8][CH2:7][C:6]#[CH:5])[CH2:18][CH2:17]1)[C:10]1[CH:11]=[CH:12][CH:13]=[CH:14][CH:15]=1 |f:2.3.4|. Reported procedure: A mixture of 1-mesylbut-3-yne (1.63 g, 11.0 mmol), 4-benzyl-4-hydroxypiperidine (1.91 g, 10.0 mmol) and K2CO3 (4.14 g, 30.0 mmol) in 50 mL of CH3CN is refluxed for 12 hr. The mixture is filtered and washed with EtOAc (3×30 mL). The filtrate is evaporated in vacuo and is purified by flash chromatography to give the product as a colorless solid (2.1 g, 86%): mp 51-53° C.; 1H NMR (CDCl3) 1.50 (m, 2 H), 1.65 (m, 3 H), 1.97 (s, 1 H), 2.35 (m, 4 H), 2.62 (m, 4 H), 2.75 (s, 1 H), 7.21-7.31 (m, 5 H). Reactants: O=C(Cl)c1ccc(Br)cc1, ClCCl, Cl, Cl, [Na+], [OH-], NCCCOc1ccc(-n2ccnc2)cc1. The product is O=C(NCCCOc1ccc(-n2ccnc2)cc1)c1ccc(Br)cc1. As a reaction SMILES: [Br:21][c:22]1[cH:23][cH:24][c:25]([C:26](=[O:27])[Cl:28])[cH:29][cH:30]1.[CH2:31]([Cl:32])[Cl:33].[ClH:1].[ClH:2].[Na+:20].[OH-:19].[n:3]1(-[c:8]2[cH:9][cH:10][c:11]([O:12][CH2:13][CH2:14][CH2:15][NH2:16])[cH:17][cH:18]2)[cH:4][n:5][cH:6][cH:7]1>>[n:3]1(-[c:8]2[cH:9][cH:10][c:11]([O:12][CH2:13][CH2:14][CH2:15][NH:16][C:26]([c:25]3[cH:24][cH:23][c:22]([Br:21])[cH:30][cH:29]3)=[O:27])[cH:17][cH:18]2)[cH:4][n:5][cH:6][cH:7]1.